From a dataset of the Open Reaction Database (ORD), a public repository of structured organic reaction records. describe an organic reaction: reactants, conditions, products, and yield The reactants are C(C)(C)(C)OC(=O)NCC#C (N-(t-butoxycarbonyl)-propargylamine), C=O (formaldehyde), C(C)(C)NC(C)C (diisopropylamine), cuprous bromide, O1CCOCC1 (p-dioxane). Run in CCOCC (Et2O). The product is C(C)(C)(C)OC(=O)NCC=C=C (N-(t-Butoxycarbonyl)-2,3-butadienylamine). As a reaction SMILES: [C:1]([O:5][C:6]([NH:8][CH2:9][C:10]#[CH:11])=[O:7])([CH3:4])([CH3:3])[CH3:2].C=O.[CH:14](NC(C)C)(C)C.O1CCOCC1>CCOCC>[C:1]([O:5][C:6]([NH:8][CH2:9][CH:10]=[C:11]=[CH2:14])=[O:7])([CH3:4])([CH3:3])[CH3:2]. Procedure details: Reflux a mixture containing N-(t-butoxycarbonyl)-propargylamine (70 gm), 93.5 ml of 32% formaldehyde, 76.4 ml of diisopropylamine, 19.66 gm of cuprous bromide and 860 ml of p-dioxane for 12 hours. Cool and dilute the resulting mixture with 3000 ml of Et2O, wash with 500 ml of water, 1000 ml acetic acid, 500 ml of water (2×), 200 ml sat'd. sodium chloride, dry (MgSO4) and evaporate in vacuo. Flash chromatograph the residue eluting from silica gel with 10% Et2O/hexane to yield 40.8 g of the desire...